Dataset: the Open Reaction Database (ORD), a public repository of structured organic reaction records. Task: describe an organic reaction: reactants, conditions, products, and yield Reactants: C(#N)C1=CC=C(C=O)C=C1 (4-cyanobenzaldehyde), CCC(CC(CC)=O)=O (3,5-heptanedione). Product: C(#N)C1=CC=C(C=C1)C=C(C(CC)=O)C(CC)=O (4-[(4-Cyanophenyl)methylene]-3,5-heptanedione). Reaction SMILES: [C:1]([C:3]1[CH:10]=[CH:9][C:6]([CH:7]=O)=[CH:5][CH:4]=1)#[N:2].[CH3:11][CH2:12][C:13](=[O:19])[CH2:14][C:15](=[O:18])[CH2:16][CH3:17]>>[C:1]([C:3]1[CH:10]=[CH:9][C:6]([CH:7]=[C:14]([C:13](=[O:19])[CH2:12][CH3:11])[C:15](=[O:18])[CH2:16][CH3:17])=[CH:5][CH:4]=1)#[N:2]. Procedure details: The produre described in Example 19 was repeated by using 2.6 g 4-cyanobenzaldehyde and 5.0 g 3,5-heptanedione. Yield 2.8 g, mp 59°-60° C. Starting materials: C1(=CC=CC=C1)C1=NC(NC2=CC=C(C=C12)[N+](=O)[O-])=O (4-phenyl-6-nitro-2(1H)-quinazolinone), BrCC1C2CCC(C1)C2 (2-bromomethyl norbornane), 1l, O (water), [H-].[Na+] (sodium hydride). The solvent is CN(C=O)C (dimethylformamide). Reaction conditions: temperature 50 celsius, time 1 hour. The product is C12C(CC(CC1)C2)CN2C(N=C(C1=CC(=CC=C21)[N+](=O)[O-])C2=CC=CC=C2)=O (1-(2-norbornylmethyl)-4-phenyl-6-nitro-2(1H)-quinazolinone), C12C(CC(CC1)C2)COC2=NC1=CC=C(C=C1C(=N2)C2=CC=CC=C2)[N+](=O)[O-] (2-(2-norbornylmethoxy)-4-phenyl-6-nitroquinazoline). Reaction SMILES: [C:1]1([C:7]2[C:16]3[C:11](=[CH:12][CH:13]=[C:14]([N+:17]([O-:19])=[O:18])[CH:15]=3)[NH:10][C:9](=[O:20])[N:8]=2)[CH:6]=[CH:5][CH:4]=[CH:3][CH:2]=1.[H-].[Na+].Br[CH2:24][CH:25]1[CH2:30][CH:29]2[CH2:31][CH:26]1[CH2:27][CH2:28]2.O>CN(C)C=O>[CH:26]12[CH2:31][CH:29]([CH2:28][CH2:27]1)[CH2:30][CH:25]2[CH2:24][N:10]1[C:11]2[C:16](=[CH:15][C:14]([N+:17]([O-:19])=[O:18])=[CH:13][CH:12]=2)[C:7]([C:1]2[CH:2]=[CH:3][CH:4]=[CH:5][CH:6]=2)=[N:8][C:9]1=[O:20].[CH:26]12[CH2:31][CH:29]([CH2:28][CH2:27]1)[CH2:30][CH:25]2[CH2:24][O:20][C:9]1[N:8]=[C:7]([C:1]2[CH:2]=[CH:3][CH:4]=[CH:5][CH:6]=2)[C:16]2[C:11](=[CH:12][CH:13]=[C:14]([N+:17]([O-:19])=[O:18])[CH:15]=2)[N:10]=1 |f:1.2|. Reported procedure: To a suspension of 11 g of 4-phenyl-6-nitro-2(1H)-quinazolinone in 100 ml of dimethylformamide, was added 2.2 g of 52.9% sodium hydride. After stirring at 50°C for 1 hour, 17 g of 2-bromomethyl norbornane was added and the reaction mixture was heated under reflux for 8 hours. After cooling, the mixture was poured into 1l of water and the resulting mixture was extracted with chloroform. The chloroform layer was washed with water and dried over anhydrous sodium sulfate. The solvent was removed und... The reactants are [N+](=O)([O-])C=1C=C(SC1)C=C1OC(C2=CC=CC=C12)=O (3-(4-Nitro-thiophen-2-ylmethylene)-3H-isobenzofuran-1-one), O.NN (hydrazine monohydrate). Run at temperature 90 celsius. Yields the product [N+](=O)([O-])C=1C=C(SC1)CC1=NNC(C2=CC=CC=C12)=O (4-(4-Nitro-thiophen-2-ylmethyl)-2H-phthalazin-1-one). RXN SMILES: [N+:1]([C:4]1[CH:5]=[C:6]([CH:9]=[C:10]2[C:18]3[C:13](=[CH:14][CH:15]=[CH:16][CH:17]=3)[C:12](=O)[O:11]2)[S:7][CH:8]=1)([O-:3])=[O:2].O.[NH2:21][NH2:22]>>[N+:1]([C:4]1[CH:5]=[C:6]([CH2:9][C:10]2[C:18]3[C:13](=[CH:14][CH:15]=[CH:16][CH:17]=3)[C:12](=[O:11])[NH:22][N:21]=2)[S:7][CH:8]=1)([O-:3])=[O:2] |f:1.2|. Procedure details: A suspension of 3-(4-nitro-thiophen-2-ylmethylene)-3H-isobenzofuran-1-one (26) (1.95 g, 5.17 mmol) in hydrazine monohydrate (0.6 mL, 12.0 mmol) was heated to 90° C. for 1 hour and then cooled to room temperature. The mixture was filtered and the filtered cake was washed with water (3×40 mL), hexane (2×40 mL) and dried in vacuo at 50° C. Two peaks in LC-MS analysis, (1.0 g, 61%) and required no further purification; m/z (LC-MS, ESP), RT=4.05 mins (M+H) 289, & RT=3.71 mins (M+H) 289. Reactants: COC1=CC=C(C=2C=CC(=NC12)CCC)C(=O)OC (methyl 8-methoxy-2-n-propylquinoline-5-carboxylate), C([O-])([O-])=O.[K+].[K+] (potassium carbonate), CO (methanol). Run in O (water). The product is COC1=CC=C(C=2C=CC(=NC12)CCC)C(=O)O (8-Methoxy-2-n-propylquinoline-5-carboxylic acid). Isolated yield 45.5%. Reaction SMILES: [CH3:1][O:2][C:3]1[C:12]2[N:11]=[C:10]([CH2:13][CH2:14][CH3:15])[CH:9]=[CH:8][C:7]=2[C:6]([C:16]([O:18]C)=[O:17])=[CH:5][CH:4]=1.C(=O)([O-])[O-].[K+].[K+].CO>O>[CH3:1][O:2][C:3]1[C:12]2[N:11]=[C:10]([CH2:13][CH2:14][CH3:15])[CH:9]=[CH:8][C:7]=2[C:6]([C:16]([OH:18])=[O:17])=[CH:5][CH:4]=1 |f:1.2.3|. Procedure: A mixture of methyl 8-methoxy-2-n-propylquinoline-5-carboxylate (1.0g, Reference Example 27), potassium carbonate (0.8 g), methanol (30 ml), and water (2 ml was refluxed for 5 hours. The solution was concentrated, then diluted with water and then washed with diethyl ether. The pH of the aqueous phase was adjusted to 6 by addition of hydrochloric acid (6M). The resulting cream precipitate was washed with water and then dried at 60° C. to give the title compound (0.43 g) as a cream coloured solid,... Reactants: [N+](=O)([O-])C1=CC=C(C=O)C=C1 (p-nitrobenzaldehyde), [N+](=O)([O-])C=1C=C(C=O)C=CC1 (m-nitrobenzaldehyde), [H][H] (hydrogen). Product: NC=1C=C(CN)C=CC1 (M-aminobenzylamine). The yield is 95.5%. RXN SMILES: [N+:1](C1C=CC(C=O)=CC=1)([O-])=O.[N+:12]([C:15]1[CH:16]=[C:17]([CH:20]=[CH:21][CH:22]=1)[CH:18]=O)([O-])=O.[H][H]>>[NH2:12][C:15]1[CH:16]=[C:17]([CH:20]=[CH:21][CH:22]=1)[CH2:18][NH2:1]. Procedure details: Reaction was carried out in the same manner as in Example 1 except that p-nitrobenzaldehyde was replaced by m-nitrobenzaldehyde Reaction was complete in 115 minutes, during which hydrogen (32 Nl) was absorbed. Post-treatment as in Example 1 was successively carried out to obtain M-aminobenzylamine having a purity of 99.91% (46.7 g, yield 95.5%, b.p. 131°-132° C./6 mm Hg).